This data is from the Open Reaction Database (ORD), a public repository of structured organic reaction records. The task is: describe an organic reaction: reactants, conditions, products, and yield Starting materials: C(C)(=O)OC(C)=O (Acetic anhydride), NCCN1C=C(C2=CC=CC=C12)CC=1NC=CN1 (1-(2-aminoethyl)-3-(1-imidazolylmethyl)indole). Run in C(Cl)(Cl)Cl (chloroform). Reaction conditions: time 10 minute. Product: C(C)(=O)NCCN1C=C(C2=CC=CC=C12)CC=1NC=CN1 (1-(2-acetylaminoethyl)-3-(1-imidazolylmethyl)indole). Isolated yield 47.0%. As a reaction SMILES: C(O[C:5](=[O:7])[CH3:6])(=O)C.[NH2:8][CH2:9][CH2:10][N:11]1[C:19]2[C:14](=[CH:15][CH:16]=[CH:17][CH:18]=2)[C:13]([CH2:20][C:21]2[NH:22][CH:23]=[CH:24][N:25]=2)=[CH:12]1>C(Cl)(Cl)Cl>[C:5]([NH:8][CH2:9][CH2:10][N:11]1[C:19]2[C:14](=[CH:15][CH:16]=[CH:17][CH:18]=2)[C:13]([CH2:20][C:21]2[NH:25][CH:24]=[CH:23][N:22]=2)=[CH:12]1)(=[O:7])[CH3:6]. Reported procedure: Acetic anhydride (0.20 g) was added dropwise to a stirred solution of 1-(2-aminoethyl)-3-(1-imidazolylmethyl)indole (0.48 g) in dry chloroform (10 ml) at room temperature. The solution was stirred for 10 minutes and then evaporated. The residue was stirred with aqueous sodium bicarbonate solution and the solid product was filtered off, washed with water, dried and crystallised from ethyl acetate/petrol (b.p. 60°-80° C.) to give 1-(2-acetylaminoethyl)-3-(1-imidazolylmethyl)indole (0.26 g), m.p. 1... Reactants: N1N=CN=C1 (1,2,4-triazole), [O-]CC.[Na+] (sodium ethoxide), BrCC(=O)OC(C)(C)C (t-butyl bromoacetate). Solvent: C(C)O (ethanol). Reaction conditions: temperature 0 celsius, time 60 hour. Product: C(C)(C)(C)OC(CN1N=CN=C1)=O (t-butyl-α-(1,2,4-triazol-1-yl)acetate). Isolated yield 88.2%. RXN SMILES: [NH:1]1[CH:5]=[N:4][CH:3]=[N:2]1.[O-]CC.[Na+].Br[CH2:11][C:12]([O:14][C:15]([CH3:18])([CH3:17])[CH3:16])=[O:13]>C(O)C>[C:15]([O:14][C:12](=[O:13])[CH2:11][N:1]1[CH:5]=[N:4][CH:3]=[N:2]1)([CH3:18])([CH3:17])[CH3:16] |f:1.2|. Procedure: 34.53 gms of 1,2,4-triazole were added to 250 mls of ethanol along with 34.0 gms of sodium ethoxide. The system was placed under an argon atmosphere and cooled to about 0° C. After cooling, 107.28 gms of t-butyl bromoacetate were dropwise added to the system. The system was then allowed to come to room temperature and stirred there for 60 hours. The reaction was stopped and the system filtered. The solvent was removed by stripping and the residue was dissolved in hot ether and then filtered. The...